From a dataset of the Open Reaction Database (ORD), a public repository of structured organic reaction records. describe an organic reaction: reactants, conditions, products, and yield The reactants are CCCC1CCC(C2CCC(C#N)CC2)CC1, Cl, [K+], [OH-], O. The product is CCCC1CCC(C2CCC(C(=O)O)CC2)CC1. As a reaction SMILES: [CH2:1]([CH2:2][CH3:3])[CH:4]1[CH2:5][CH2:6][CH:7]([CH:10]2[CH2:11][CH2:12][CH:13]([C:16]#[N:17])[CH2:14][CH2:15]2)[CH2:8][CH2:9]1.[ClH:20].[K+:19].[OH-:18].[OH2:21]>>[CH2:1]([CH2:2][CH3:3])[CH:4]1[CH2:5][CH2:6][CH:7]([CH:10]2[CH2:11][CH2:12][CH:13]([C:16](=[O:18])[OH:21])[CH2:14][CH2:15]2)[CH2:8][CH2:9]1. The reactants are O=C(O)c1[nH]c(=O)n(C2CCCN(C(=O)OCc3ccccc3)C2)c1-c1ccccc1, ClCCCl, CCN(C(C)C)C(C)C, CC(C)(C)OC(=O)N1CCNCC1, CN(C)C=O, O, On1nnc2ccccc21. Product: CC(C)(C)OC(=O)N1CCN(C(=O)c2[nH]c(=O)n(C3CCCN(C(=O)OCc4ccccc4)C3)c2-c2ccccc2)CC1. RXN SMILES: [CH2:1]([c:2]1[cH:3][cH:4][cH:5][cH:6][cH:7]1)[O:8][C:9](=[O:10])[N:11]1[CH2:12][CH:13]([n:17]2[c:18](=[O:31])[nH:19][c:20]([C:28](=[O:29])[OH:30])[c:21]2-[c:22]2[cH:23][cH:24][cH:25][cH:26][cH:27]2)[CH2:14][CH2:15][CH2:16]1.[CH2:32]([Cl:33])[CH2:34][Cl:35].[CH:46]([N:47]([CH2:48][CH3:49])[CH:50]([CH3:51])[CH3:52])([CH3:53])[CH3:54].[N:55]1([C:61](=[O:62])[O:63][C:64]([CH3:65])([CH3:66])[CH3:67])[CH2:56][CH2:57][NH:58][CH2:59][CH2:60]1.[O:68]=[CH:69][N:70]([CH3:71])[CH3:72].[OH2:73].[OH:36][n:37]1[c:38]2[c:39]([cH:40][cH:41][cH:42][cH:43]2)[n:44][n:45]1>>[CH2:1]([c:2]1[cH:3][cH:4][cH:5][cH:6][cH:7]1)[O:8][C:9](=[O:10])[N:11]1[CH2:12][CH:13]([n:17]2[c:18](=[O:31])[nH:19][c:20]([C:28](=[O:29])[N:58]3[CH2:57][CH2:56][N:55]([C:61](=[O:62])[O:63][C:64]([CH3:65])([CH3:66])[CH3:67])[CH2:60][CH2:59]3)[c:21]2-[c:22]2[cH:23][cH:24][cH:25][cH:26][cH:27]2)[CH2:14][CH2:15][CH2:16]1. Starting materials: NC1[C@@H]2N(C(=C(CS2)C(C)SC2=NN=NN2)C(=O)O)C1=O (7-amino-3-(1-methyltetrazol-5-ylthiomethyl)-3-cephem-4-carboxylic acid), C[Si](C)(C)C(C(=O)N)[Si](C)(C)C (bis-trimethylsilylacetamide), CC1(OC(C(C(O1)=O)C1=CSC=C1)=O)C (2.2-dimethyl-5-(3-thienyl)-1.3-dioxane-4.6-dione). Run in O1CCCC1 (tetrahydrofuran). Yields the product C(=O)(O)C(C(=O)NC1[C@@H]2N(C(=C(CS2)C(C)SC2=NN=NN2)C(=O)O)C1=O)C1=CSC=C1 (7-[α-carboxy-α-(3-thienyl)-acetamido]-3-(1-methyl-tetrazol-5-ylthiomethyl)-3-cephem-4-carboxylic acid). RXN SMILES: [NH2:1][CH:2]1[C:20](=[O:21])[N:4]2[C:5]([C:17]([OH:19])=[O:18])=[C:6]([CH:9]([S:11][C:12]3[NH:16][N:15]=[N:14][N:13]=3)[CH3:10])[CH2:7][S:8][C@H:3]12.C[Si](C([Si](C)(C)C)C(N)=O)(C)C.CC1(C)[O:40][C:39](=O)[CH:38]([C:42]2[CH:46]=[CH:45][S:44][CH:43]=2)[C:37](=[O:47])[O:36]1>O1CCCC1>[C:37]([CH:38]([C:42]1[CH:46]=[CH:45][S:44][CH:43]=1)[C:39]([NH:1][CH:2]1[C:20](=[O:21])[N:4]2[C:5]([C:17]([OH:19])=[O:18])=[C:6]([CH:9]([S:11][C:12]3[NH:13][N:14]=[N:15][N:16]=3)[CH3:10])[CH2:7][S:8][C@H:3]12)=[O:40])([OH:47])=[O:36]. Procedure: To a suspension of 656.7 mg (2 mmol) of 7-amino-3-(1-methyltetrazol-5-ylthiomethyl)-3-cephem-4-carboxylic acid (as prepared in example 9) in 25 ml. of anhydrous tetrahydrofuran there is added 1.6 ml. of bis-trimethylsilylacetamide. The mixture is stirred to give a solution to which there is added at once 452.5 mg (2 mmol) of 2.2-dimethyl-5-(3-thienyl)-1.3-dioxane-4.6-dione as prepared in example 6, the mixture being stirred at 25° C for 8 hours. Tetrahydrofuran is removed under reduced pressure ... Starting materials: O=C([O-])[O-], CCCCCCCCCCCCOS(=O)(=O)c1ccccc1, C[N+](C)(C)Cc1ccccc1, [Cl-], Oc1ccc(Cl)cc1, [K+], [K+], Nc1c(Cl)cc(O)c2c1C(=O)c1ccccc1C2=O, OCCNCCO, [Na+], [Na+], O=C([O-])[O-], O. The product is Nc1c(Oc2ccc(Cl)cc2)cc(O)c2c1C(=O)c1ccccc1C2=O. As a reaction SMILES: [C:1](=[O:2])([O-:3])[O-:4].[CH2:15]([O:16][S:17]([c:18]1[cH:19][cH:20][cH:21][cH:22][cH:23]1)(=[O:24])=[O:25])[CH2:26][CH2:27][CH2:28][CH2:29][CH2:30][CH2:31][CH2:32][CH2:33][CH2:34][CH2:35][CH3:36].[CH3:70][N+:71]([CH3:72])([CH3:73])[CH2:74][c:75]1[cH:76][cH:77][cH:78][cH:79][cH:80]1.[Cl-:69].[Cl:7][c:8]1[cH:9][cH:10][c:11]([OH:14])[cH:12][cH:13]1.[K+:5].[K+:6].[NH2:44][c:45]1[c:46]([Cl:62])[cH:47][c:48]([OH:61])[c:49]2[c:58]1[C:57](=[O:59])[c:56]1[c:51]([cH:52][cH:53][cH:54][cH:55]1)[C:50]2=[O:60].[NH:37]([CH2:38][CH2:39][OH:40])[CH2:41][CH2:42][OH:43].[Na+:63].[Na+:64].[O-:65][C:66](=[O:67])[O-:68].[OH2:81]>>[Cl:7][c:8]1[cH:9][cH:10][c:11]([O:14][c:46]2[c:45]([NH2:44])[c:58]3[c:49]([c:48]([OH:61])[cH:47]2)[C:50](=[O:60])[c:51]2[cH:52][cH:53][cH:54][cH:55][c:56]2[C:57]3=[O:59])[cH:12][cH:13]1. Starting materials: N (ammonia), CS(=O)(=O)C1=CC=C(OC=2C=C3C=C(NC3=C(C2)OCC2CCOCC2)C(=O)O)C=C1 (5-[4-(methylsulfonyl)phenoxy]-7-(tetrahydro-2H-pyran-4-ylmethoxy)-1H-indole-2-carboxylic acid), Cl.CN(CCCN=C=NCC)C (3-(dimethylamino)propyl-3-ethylcarbodiimide hydrochloride), ON1N=NC2=C1C=CC=C2 (1-hydroxybenzotriazole). The solvent is CN(C=O)C (N,N-dimethylformamide), O (Water). Conditions: time 15 minute. Product: CS(=O)(=O)C1=CC=C(OC=2C=C3C=C(NC3=C(C2)OCC2CCOCC2)C(=O)N)C=C1 (5-[4-(Methylsulfonyl)phenoxy]-7-(tetrahydro-2H-pyran-4-ylmethoxy)-1H-indole-2-carboxamide). The yield is 80.2%. Reaction SMILES: [CH3:1][S:2]([C:5]1[CH:31]=[CH:30][C:8]([O:9][C:10]2[CH:11]=[C:12]3[C:16](=[C:17]([O:19][CH2:20][CH:21]4[CH2:26][CH2:25][O:24][CH2:23][CH2:22]4)[CH:18]=2)[NH:15][C:14]([C:27]([OH:29])=O)=[CH:13]3)=[CH:7][CH:6]=1)(=[O:4])=[O:3].Cl.C[N:34](C)CCCN=C=NCC.ON1C2C=CC=CC=2N=N1.N>O.CN(C)C=O>[CH3:1][S:2]([C:5]1[CH:31]=[CH:30][C:8]([O:9][C:10]2[CH:11]=[C:12]3[C:16](=[C:17]([O:19][CH2:20][CH:21]4[CH2:22][CH2:23][O:24][CH2:25][CH2:26]4)[CH:18]=2)[NH:15][C:14]([C:27]([NH2:34])=[O:29])=[CH:13]3)=[CH:7][CH:6]=1)(=[O:3])=[O:4] |f:1.2|. Procedure: A mixture of 5-[4-(methylsulfonyl)phenoxy]-7-(tetrahydro-2H-pyran-4-ylmethoxy)-1H-indole-2-carboxylic acid (1.0 g), 1-[3-(dimethylamino)propyl-3-ethylcarbodiimide hydrochloride (0.9 g), 1-hydroxybenzotriazole (0.6 g) and N,N-dimethylformamide (15 mL) was stirred at room temperature for 15 min. 28% Aqueous ammonia solution (0.8 mL) was added to the reaction solution, and the mixture was stirred at room temperature for 2.5 hr. Water was added to the reaction solution, and the mixture was subjected...